Dataset: the Open Reaction Database (ORD), a public repository of structured organic reaction records. Task: describe an organic reaction: reactants, conditions, products, and yield The reactants are COC(C=CC1=CC=C2C(=CC=NC2=C1)C1=C2N(N=C1C1=NC(=CC=C1)C)CCC2)=O (3-{4-[2-(6-methyl-pyridin-2-yl)-5,6-dihydro-4H-pyrrolo[1,2-b]pyrazol-3-yl]-quinolin-7-yl}-acrylic acid methyl ester), [H][H] (hydrogen). Reagents/catalysts: [Pd] (Pd/C). Solvent: CO (methanol). Run at time 18 hour. Product: COC(CCC1=CC=C2C(=CC=NC2=C1)C1=C2N(N=C1C1=NC(=CC=C1)C)CCC2)=O (3-{4-[2-(6-Methyl-pyridin-2-yl)-5,6-dihydro-4H-pyrrolo[1,2-b]pyrazol-3-yl]-quinolin-7-yl}-propionic acid methyl ester). RXN SMILES: [CH3:1][O:2][C:3](=[O:31])[CH:4]=[CH:5][C:6]1[CH:15]=[C:14]2[C:9]([C:10]([C:16]3[C:20]([C:21]4[CH:26]=[CH:25][CH:24]=[C:23]([CH3:27])[N:22]=4)=[N:19][N:18]4[CH2:28][CH2:29][CH2:30][C:17]=34)=[CH:11][CH:12]=[N:13]2)=[CH:8][CH:7]=1.[H][H]>CO.[Pd]>[CH3:1][O:2][C:3](=[O:31])[CH2:4][CH2:5][C:6]1[CH:15]=[C:14]2[C:9]([C:10]([C:16]3[C:20]([C:21]4[CH:26]=[CH:25][CH:24]=[C:23]([CH3:27])[N:22]=4)=[N:19][N:18]4[CH2:28][CH2:29][CH2:30][C:17]=34)=[CH:11][CH:12]=[N:13]2)=[CH:8][CH:7]=1. Reported procedure: To a solution of 3-{4-[2-(6-methyl-pyridin-2-yl)-5,6-dihydro-4H-pyrrolo[1,2-b]pyrazol-3-yl]-quinolin-7-yl}-acrylic acid methyl ester (0.041 g, 0.1 mmol) in methanol (1 mL) is added 10% Pd/C (0.1 g). The resulting mixture is placed under one atmosphere of hydrogen and: stirred for 18 h. The mixture is filtered and concentrated in vacuo. The residue is chromatographed on SiO2 (2% methanol in dichloromethane) to yield the desired product as a pale yellow solid, 0.035 g (85%). The reactants are CN1CCCC1=O, [Cu]I, CCOC(=O)C1=Cc2cccc(I)c2OCC1, [Na], O=C(O)C(F)(F)F. Yields the product CCOC(=O)C1=Cc2cccc(C(F)(F)F)c2OCC1. RXN SMILES: [CH3:26][N:27]1[CH2:28][CH2:29][CH2:30][C:31]1=[O:32].[Cu:33][I:34].[I:1][c:2]1[cH:3][cH:4][cH:5][c:6]2[c:12]1[O:11][CH2:10][CH2:9][C:8]([C:13](=[O:14])[O:15][CH2:16][CH3:17])=[CH:7]2.[Na:25].[OH:18][C:19](=[O:20])[C:21]([F:22])([F:23])[F:24]>>[c:2]1([C:21]([F:22])([F:23])[F:24])[cH:3][cH:4][cH:5][c:6]2[c:12]1[O:11][CH2:10][CH2:9][C:8]([C:13](=[O:14])[O:15][CH2:16][CH3:17])=[CH:7]2. The reactants are ClC1=CC2=C(N(C3=C(NC2=O)C=CC=C3)C(CCCl)=O)C=C1 (2-chloro-5-(3-chloropropionyl)-5,10-dihydro-11H-dibenzo[b,e][1,4]diazepin-11-one), N1CCCCC1 (piperidine). Solvent: O1CCOCC1 (dioxane). The product is ClC1=CC2=C(N(C3=C(NC2=O)C=CC=C3)C(CCN3CCCCC3)=O)C=C1 (2-Chloro-5,10-dihydro-5[3-(piperidino)-propionyl]-11H-dibenzo[b,e][1,4]diazepin-11-one). Yield: 50.4%. RXN SMILES: [Cl:1][C:2]1[CH:22]=[CH:21][C:5]2[N:6]([C:16](=[O:20])[CH2:17][CH2:18]Cl)[C:7]3[CH:15]=[CH:14][CH:13]=[CH:12][C:8]=3[NH:9][C:10](=[O:11])[C:4]=2[CH:3]=1.[NH:23]1[CH2:28][CH2:27][CH2:26][CH2:25][CH2:24]1>O1CCOCC1>[Cl:1][C:2]1[CH:22]=[CH:21][C:5]2[N:6]([C:16](=[O:20])[CH2:17][CH2:18][N:23]3[CH2:28][CH2:27][CH2:26][CH2:25][CH2:24]3)[C:7]3[CH:15]=[CH:14][CH:13]=[CH:12][C:8]=3[NH:9][C:10](=[O:11])[C:4]=2[CH:3]=1. Reported procedure: 5.0 gm (0.015 mol) of 2-chloro-5-(3-chloropropionyl)-5,10-dihydro-11H-dibenzo[b,e][1,4]diazepin-11-one and 4.3 gm (0.05 mol) of piperidine were refluxed in 100 ml of dioxane for 1 hour. The reaction mixture was evaporated in vacuo, the residue was dissolved in dilute acetic acid, and the solution was filtered after addition of activated charcoal. The filtrate was made alkaline with ammonia and extracted with chloroform. The chloroform solution was evaporated in vacuo, and the residue was crystal... The reactants are ClN1C(CCC1=O)=O (N-chlorosuccinimide), O=C(CN1C=CC2=CC=CC=C12)C (1-(2-Oxopropyl)indole), C(C)(=O)OCC (Ethyl acetate). Solvent: C1CCOC1 (THF). Conditions: time 1.5 hour. Product: ClC1=CN(C2=CC=CC=C12)CC(C)=O (3-Chloro-1-(2-oxopropyl)indole). Reaction SMILES: [O:1]=[C:2]([CH3:13])[CH2:3][N:4]1[C:12]2[C:7](=[CH:8][CH:9]=[CH:10][CH:11]=2)[CH:6]=[CH:5]1.[Cl:14]N1C(=O)CCC1=O.C(OCC)(=O)C>C1COCC1>[Cl:14][C:6]1[C:7]2[C:12](=[CH:11][CH:10]=[CH:9][CH:8]=2)[N:4]([CH2:3][C:2](=[O:1])[CH3:13])[CH:5]=1. Procedure details: To a solution of 1-(2-oxopropyl)indole from Example 3, Step 1 (800 mg, 4.6 mmol) in dry THF (20 mL) was added in one portion at r.t. N-chlorosuccinimide (680 mg, 5.1 mmol). The resulting reaction mixture was stirred at room temperature for 1.5 hours. Ethyl acetate was then added (200 mL) and the organic phase was washed successively with 1N HCl, saturated NaHCO3, brine, dried and evaporated. The crude product was purified by flash chromatography eluting with 25% EtOAc in hexanes to yield the tit... The reactants are BrC1=CC=C(C2=CC(=CC=C12)OS(=O)(=O)C)C(=O)OC (Methyl 4-Bromo-7-[(methanesulfonyl)oxy]naphthoate), [OH-].[Na+] (NaOH), Cl (HCl). Solvent: C1CCOC1 (THF). Yields the product BrC1=CC=C(C2=CC(=CC=C12)O)C(=O)O (4-Bromo-7-hydroxynaphthoic Acid). RXN SMILES: [Br:1][C:2]1[C:11]2[C:6](=[CH:7][C:8]([O:12]S(C)(=O)=O)=[CH:9][CH:10]=2)[C:5]([C:17]([O:19]C)=[O:18])=[CH:4][CH:3]=1.[OH-].[Na+].Cl>C1COCC1>[Br:1][C:2]1[C:11]2[C:6](=[CH:7][C:8]([OH:12])=[CH:9][CH:10]=2)[C:5]([C:17]([OH:19])=[O:18])=[CH:4][CH:3]=1 |f:1.2|. Procedure details: To a solution of the the product from Step F (802 mg, 2.23 mmol) in 50 mL of THF was added 10 mL of 2N NaOH solution, and the reaction was heated at reflux overnight. The solution was acidified with 1N HCl and extracted with 3× EtOAc. The combined organic extracts were dried over Na2SO4, filtered, and concentrated in vacuo to give a solid, which was triturated with dichloromethane to give the titled product. Starting materials: O=C([O-])[O-], CC(C)(C)c1ccc(I)c(O)c1, CCI, CCO, CCOCC, [K+], [K+]. Product: CCOc1cc(C(C)(C)C)ccc1I. Reaction SMILES: [C:13](=[O:14])([O-:15])[O-:16].[C:1]([CH3:2])([CH3:3])([CH3:4])[c:5]1[cH:6][cH:7][c:8]([I:12])[c:9]([OH:11])[cH:10]1.[CH2:19]([CH3:20])[I:21].[CH3:22][CH2:23][OH:24].[CH3:25][CH2:26][O:27][CH2:28][CH3:29].[K+:17].[K+:18]>>[C:1]([CH3:2])([CH3:3])([CH3:4])[c:5]1[cH:6][cH:7][c:8]([I:12])[c:9]([O:11][CH2:19][CH3:20])[cH:10]1.